Dataset: the Open Reaction Database (ORD), a public repository of structured organic reaction records. Task: describe an organic reaction: reactants, conditions, products, and yield Starting materials: O=C1CCC(=O)N1Br, Cc1cccnc1COc1nc(N)nc(-c2ccco2)c1C#N, CN(C)C=O. Product: Cc1cccnc1COc1nc(N)nc(-c2ccc(Br)o2)c1C#N. As a reaction SMILES: [Br:24][N:25]1[C:26](=[O:27])[CH2:28][CH2:29][C:30]1=[O:31].[NH2:1][c:2]1[n:3][c:4]([O:15][CH2:16][c:17]2[n:18][cH:19][cH:20][cH:21][c:22]2[CH3:23])[c:5]([C:13]#[N:14])[c:6](-[c:8]2[o:9][cH:10][cH:11][cH:12]2)[n:7]1.[O:32]=[CH:33][N:34]([CH3:35])[CH3:36]>>[NH2:1][c:2]1[n:3][c:4]([O:15][CH2:16][c:17]2[n:18][cH:19][cH:20][cH:21][c:22]2[CH3:23])[c:5]([C:13]#[N:14])[c:6](-[c:8]2[o:9][c:10]([Br:24])[cH:11][cH:12]2)[n:7]1. The reactants are diol, C(CCCCCCCCCCC)C1=C(C=CC=C1)S(=O)(=O)O (DBSA), COC1=CSC=C1OC (3,4-dimethoxy thiophene), CC(CC(C)O)O (2,4-pentanediol), C(CCCCCCCCCCC)C1=C(C=CC=C1)S(=O)(=O)O (dodecylbenzene sulfonic acid). The reagents and catalysts are catalyst. The solvent is C(Cl)(Cl)Cl (chloroform). Run at temperature 100 celsius, time 5 day. Product: CC1CC(OC=2C(O1)=CSC2)C (2,4-dimethyl-3,4-dihydro-2H-thieno[3,4-b][1,4]dioxepine). RXN SMILES: CO[C:3]1[C:7](OC)=[CH:6][S:5][CH:4]=1.[CH3:10][CH:11]([OH:16])[CH2:12][CH:13]([OH:15])[CH3:14].C(C1C=CC=CC=1S(O)(=O)=O)CCCCCCCCCCC>C(Cl)(Cl)Cl>[CH3:10][CH:11]1[O:16][C:3]2=[CH:4][S:5][CH:6]=[C:7]2[O:15][CH:13]([CH3:14])[CH2:12]1. Procedure: A three-neck round bottom flask is vacuum dried, fitted with a stir bar, thermometer, and drying tube and maintained under nitrogen. About 500 milliliters (ml) of anhydrous xylene is cannulated into the flask. Two ml of 3,4-dimethoxy thiophene 1 (DMOT) (0.0166 mol), 4.85 ml of 2,4-pentanediol 2 (0.0332), and 0.61 ml of catalyst dodecylbenzene sulfonic acid (DBSA) (0.0025 mol) are added to the flask sequentially with previously degassed disposable syringes through the rubber septa fitted on one o... Reactants: BrC1=CC2=CC=C(C=C2C=C1)OC (2-Bromo-6-methoxynaphthalene), 2-lithio, C(CCC)[Li] (n-butyllithium), C(C(=O)OCC)(=O)OCC (Diethyl oxalate), [Li]C1=CC2=CC=C(C=C2C=C1)OC (2-lithio-6-methoxynaphthalene). Yields the product O=C(C(=O)OCC)C1=CC2=CC=C(C=C2C=C1)OC (ethyl α-keto-6-methoxy-naphth-2-ylacetate). RXN SMILES: Br[C:2]1[CH:11]=[CH:10][C:9]2[C:4](=[CH:5][CH:6]=[C:7]([O:12][CH3:13])[CH:8]=2)[CH:3]=1.C([Li])CCC.[C:19](OCC)(=[O:25])[C:20]([O:22][CH2:23][CH3:24])=[O:21].[Li]C1C=CC2C(=CC=C(OC)C=2)C=1>>[O:25]=[C:19]([C:2]1[CH:11]=[CH:10][C:9]2[C:4](=[CH:5][CH:6]=[C:7]([O:12][CH3:13])[CH:8]=2)[CH:3]=1)[C:20]([O:22][CH2:23][CH3:24])=[O:21]. Reported procedure: 2-Bromo-6-methoxynaphthalene was converted to the 2-lithio derivative by reaction with n-butyllithium. Diethyl oxalate was then reacted with the 2-lithio-6-methoxynaphthalene to afford ethyl α-keto-6-methoxy-naphth-2-ylacetate. The latter compound was reacted with hydroxylamine hydrochloride and sodium acetate to provide ethyl α-hydroxyimino-6-methoxynaphth-2-ylacetate. A solution of 17.55 g of the oxime in 600 ml of methanol containing 5.3 g of zinc metal dust and 135 ml of 50% (v/v) aqueous fo... The reactants are COC(=O)C1=C(N=CS1)CCCCCCC(=O)OC (4-(6-carbomethoxy hexyl)-thiazole-5-carboxylic acid methylester), [OH-].[Na+] (sodium hydroxide), S(O)(O)(=O)=O (sulphuric acid). The solvent is C(C)O (ethanol). Yields the product C(=O)(O)CCCCCCC=1N=CSC1C(=O)O (4-(6-carboxyhexyl)-thiazole-5-carboxylic acid). Isolated yield 65.2%. As a reaction SMILES: C[O:2][C:3]([C:5]1[S:9][CH:8]=[N:7][C:6]=1[CH2:10][CH2:11][CH2:12][CH2:13][CH2:14][CH2:15][C:16]([O:18]C)=[O:17])=[O:4].[OH-].[Na+].S(=O)(=O)(O)O>C(O)C>[C:16]([CH2:15][CH2:14][CH2:13][CH2:12][CH2:11][CH2:10][C:6]1[N:7]=[CH:8][S:9][C:5]=1[C:3]([OH:4])=[O:2])([OH:18])=[O:17] |f:1.2|. Procedure: To the solution of 16 g of crude 4-(6carbomethoxyhexyl)-thiazole-5-carboxylic acid methylester (VIII, R1 = H) in 50 ml of ethanol 100 ml of 2 N sodium hydroxide solution was added, the reaction mixture was refluxed for 30 minutes, then acidified with 5 N sulphuric acid under ice-cooling. On extracting the aqueous reaction mixture with 3 × 150 of ml ethyl acetate, the extract was dried over sodium sulphate and evaporated in vacuo. Recrystallization of the obtained crude product from diethylether ...